Dataset: the Open Reaction Database (ORD), a public repository of structured organic reaction records. Task: describe an organic reaction: reactants, conditions, products, and yield Starting materials: O=C1CCCC(=O)O1, CCCCCCc1cc(-c2ccccc2)c2n1CCC2, ClCCl. Product: CCCCCCc1c(C(=O)CCCC(=O)O)c(-c2ccccc2)c2n1CCC2. As a reaction SMILES: [C:21]1(=[O:28])[CH2:22][CH2:23][CH2:24][C:25](=[O:26])[O:27]1.[CH2:1]([CH2:2][CH2:3][CH2:4][CH2:5][CH3:6])[c:7]1[n:8]2[c:12]([c:13](-[c:15]3[cH:16][cH:17][cH:18][cH:19][cH:20]3)[cH:14]1)[CH2:11][CH2:10][CH2:9]2.[Cl:29][CH2:30][Cl:31]>>[CH2:1]([CH2:2][CH2:3][CH2:4][CH2:5][CH3:6])[c:7]1[n:8]2[c:12]([c:13](-[c:15]3[cH:16][cH:17][cH:18][cH:19][cH:20]3)[c:14]1[C:21]([CH2:22][CH2:23][CH2:24][C:25](=[O:26])[OH:27])=[O:28])[CH2:11][CH2:10][CH2:9]2. The reactants are COC1=C(CC2NCCC3=CC(=C(C=C23)OC)OC)C=CC(=C1OC)OC (1-(2,3,4-Trimethoxy-benzyl)-6,7-dimethoxy-1,2,3,4-tetrahydroisoquinoline), BrCC(=O)Br (2-bromoacetyl bromide), NC1CC2=CC=CC=C2C1 (2-ammo-indane). The product is COC1=C(CC2N(CCC3=CC(=C(C=C23)OC)OC)CC(=O)NC2CC3=CC=CC=C3C2)C=CC(=C1OC)OC (2-[1-(2,3,4-Trimethoxy-benzyl)-6,7-dimethoxy-3,4-dihydro-1H-isoquinolin-2-yl]-N-(indan-2-yl)-acetamide). As a reaction SMILES: [CH3:1][O:2][C:3]1[C:23]([O:24][CH3:25])=[C:22]([O:26][CH3:27])[CH:21]=[CH:20][C:4]=1[CH2:5][CH:6]1[C:15]2[C:10](=[CH:11][C:12]([O:18][CH3:19])=[C:13]([O:16][CH3:17])[CH:14]=2)[CH2:9][CH2:8][NH:7]1.Br[CH2:29][C:30](Br)=[O:31].[NH2:33][CH:34]1[CH2:42][C:41]2[C:36](=[CH:37][CH:38]=[CH:39][CH:40]=2)[CH2:35]1>>[CH3:1][O:2][C:3]1[C:23]([O:24][CH3:25])=[C:22]([O:26][CH3:27])[CH:21]=[CH:20][C:4]=1[CH2:5][CH:6]1[C:15]2[C:10](=[CH:11][C:12]([O:18][CH3:19])=[C:13]([O:16][CH3:17])[CH:14]=2)[CH2:9][CH2:8][N:7]1[CH2:29][C:30]([NH:33][CH:34]1[CH2:42][C:41]2[C:36](=[CH:37][CH:38]=[CH:39][CH:40]=2)[CH2:35]1)=[O:31]. Reported procedure: prepared by reaction of 1-(2,3,4-Trimethoxy-benzyl)-6,7-dimethoxy-1,2,3,4-tetrahydroisoquinoline and 2-bromoacetyl bromide with 2-ammo-indane Starting materials: COC(=O)c1ccc(OC)c2nc(Cc3ccc(Br)cc3)[nH]c12, CCB(CC)c1cccnc1, Cc1ccccc1, [Na+], [Na+], O=C([O-])[O-], [Pd], c1ccc(P(c2ccccc2)c2ccccc2)cc1, c1ccc(P(c2ccccc2)c2ccccc2)cc1, c1ccc(P(c2ccccc2)c2ccccc2)cc1, c1ccc(P(c2ccccc2)c2ccccc2)cc1. Yields the product COC(=O)c1ccc(OC)c2nc(Cc3ccc(-c4cccnc4)cc3)[nH]c12. Reaction SMILES: [Br:1][c:2]1[cH:3][cH:4][c:5]([CH2:6][c:7]2[nH:8][c:9]3[c:10]([n:11]2)[c:12]([O:20][CH3:21])[cH:13][cH:14][c:15]3[C:16](=[O:17])[O:18][CH3:19])[cH:22][cH:23]1.[CH2:30]([B:31]([CH2:32][CH3:39])[c:33]1[cH:34][n:35][cH:36][cH:37][cH:38]1)[CH3:40].[CH3:41][c:42]1[cH:43][cH:44][cH:45][cH:46][cH:47]1.[Na+:24].[Na+:25].[O-:26][C:27](=[O:28])[O-:29].[Pd:48].[c:106]1([P:107]([c:108]2[cH:109][cH:110][cH:111][cH:112][cH:113]2)[c:114]2[cH:115][cH:116][cH:117][cH:118][cH:119]2)[cH:120][cH:121][cH:122][cH:123][cH:124]1.[c:49]1([P:50]([c:51]2[cH:52][cH:53][cH:54][cH:55][cH:56]2)[c:57]2[cH:58][cH:59][cH:60][cH:61][cH:62]2)[cH:63][cH:64][cH:65][cH:66][cH:67]1.[c:68]1([P:69]([c:70]2[cH:71][cH:72][cH:73][cH:74][cH:75]2)[c:76]2[cH:77][cH:78][cH:79][cH:80][cH:81]2)[cH:82][cH:83][cH:84][cH:85][cH:86]1.[c:87]1([P:88]([c:89]2[cH:90][cH:91][cH:92][cH:93][cH:94]2)[c:95]2[cH:96][cH:97][cH:98][cH:99][cH:100]2)[cH:101][cH:102][cH:103][cH:104][cH:105]1>>[c:2]1(-[c:33]2[cH:34][n:35][cH:36][cH:37][cH:38]2)[cH:3][cH:4][c:5]([CH2:6][c:7]2[nH:8][c:9]3[c:10]([n:11]2)[c:12]([O:20][CH3:21])[cH:13][cH:14][c:15]3[C:16](=[O:17])[O:18][CH3:19])[cH:22][cH:23]1.